Dataset: the Open Reaction Database (ORD), a public repository of structured organic reaction records. Task: describe an organic reaction: reactants, conditions, products, and yield Starting materials: O=C([O-])[O-], CI, CN(C)C=O, CCOC(=O)c1cc2ccc(Cl)c(NS(=O)(=O)c3cccs3)c2[nH]1, [K+], [K+], O. The product is CCOC(=O)c1cc2ccc(Cl)c(N(C)S(=O)(=O)c3cccs3)c2[nH]1. Reaction SMILES: [C:27](=[O:28])([O-:29])[O-:30].[CH3:25][I:26].[CH3:33][N:34]([CH3:35])[CH:36]=[O:37].[Cl:1][c:2]1[cH:3][cH:4][c:5]2[cH:6][c:7]([C:20](=[O:21])[O:22][CH2:23][CH3:24])[nH:8][c:9]2[c:10]1[NH:11][S:12](=[O:13])(=[O:14])[c:15]1[s:16][cH:17][cH:18][cH:19]1.[K+:31].[K+:32].[OH2:38]>>[Cl:1][c:2]1[cH:3][cH:4][c:5]2[cH:6][c:7]([C:20](=[O:21])[O:22][CH2:23][CH3:24])[nH:8][c:9]2[c:10]1[N:11]([S:12](=[O:13])(=[O:14])[c:15]1[s:16][cH:17][cH:18][cH:19]1)[CH3:27]. Reactants: N#Cc1ccc2oc(C(=O)O)cc2c1, CCN=C=NCCCN(C)C, CN(C)C=O, CC(C)(C)OC(=O)COc1ccc(N)cc1, O, On1nnc2ccccc21. The product is CC(C)(C)OC(=O)COc1ccc(NC(=O)c2cc3cc(C#N)ccc3o2)cc1. As a reaction SMILES: [C:1](#[N:2])[c:3]1[cH:4][cH:5][c:6]2[c:7]([cH:8][c:9]([C:11](=[O:12])[OH:13])[o:10]2)[cH:14]1.[CH3:41][N:42]([CH3:43])[CH2:44][CH2:45][CH2:46][N:47]=[C:48]=[N:49][CH2:50][CH3:51].[CH3:52][N:53]([CH3:54])[CH:55]=[O:56].[NH2:15][c:16]1[cH:17][cH:18][c:19]([O:20][CH2:21][C:22](=[O:23])[O:24][C:25]([CH3:26])([CH3:27])[CH3:28])[cH:29][cH:30]1.[OH2:57].[OH:31][n:32]1[c:33]2[cH:34][cH:35][cH:36][cH:37][c:38]2[n:39][n:40]1>>[C:1](#[N:2])[c:3]1[cH:4][cH:5][c:6]2[c:7]([cH:8][c:9]([C:11](=[O:13])[NH:15][c:16]3[cH:17][cH:18][c:19]([O:20][CH2:21][C:22](=[O:23])[O:24][C:25]([CH3:26])([CH3:27])[CH3:28])[cH:29][cH:30]3)[o:10]2)[cH:14]1. Isolated yield 38.0%. Run at time 2 hour. The solvent is CO (methanol). Starting materials: C(#N)C1=CC=C(C=C1)C=1C(=NC(=CC1OCC1=CC=CC=C1)C)C (3-(4-cyanophenyl)-2,6-dimethyl-4-(phenylmethoxy)pyridine), C(=O)[O-].[NH4+] (ammonium formate). Procedure details: A mixture of compound D (240 mg), ammonium formate (120 mg) and 10% palladium on charcoal catalyst (40 mg) in methanol (5 ml) was stirred for 2 hours. The catalyst was removed by filtration and the filtrate was concentrated. The residue was partitioned between dichloromethane (10 ml) and water (10 ml). The aqueous phase was separated and further extracted with dichloromethane (3×10 ml). The combined extracts were dried and the solvent was removed by evaporation. The residue was triturated with e... RXN SMILES: [C:1]([C:3]1[CH:8]=[CH:7][C:6]([C:9]2[C:10]([CH3:24])=[N:11][C:12]([CH3:23])=[CH:13][C:14]=2[O:15]CC2C=CC=CC=2)=[CH:5][CH:4]=1)#[N:2].C([O-])=O.[NH4+]>[Pd].CO>[C:1]([C:3]1[CH:8]=[CH:7][C:6]([C:9]2[C:14](=[O:15])[CH:13]=[C:12]([CH3:23])[NH:11][C:10]=2[CH3:24])=[CH:5][CH:4]=1)#[N:2] |f:1.2|. The reagents and catalysts are [Pd] (palladium on charcoal). Product: C(#N)C1=CC=C(C=C1)C1=C(NC(=CC1=O)C)C (3-(4-cyanophenyl)-2,6-dimethyl-4-(1H)-pyridone). Reactants: [Al+3], ClCCl, CC(C)=CC(=O)Sc1ccc(Br)cc1, [Cl-], [Cl-], [Cl-]. Yields the product CC1(C)CC(=O)Sc2ccc(Br)cc21. RXN SMILES: [Al+3:2].[CH2:19]([Cl:20])[Cl:21].[CH3:5][C:6](=[CH:7][C:8](=[O:9])[S:10][c:11]1[cH:12][cH:13][c:14]([Br:17])[cH:15][cH:16]1)[CH3:18].[Cl-:1].[Cl-:3].[Cl-:4]>>[CH3:5][C:6]1([CH3:18])[CH2:7][C:8](=[O:9])[S:10][c:11]2[c:12]1[cH:13][c:14]([Br:17])[cH:15][cH:16]2. The reactants are IC1=CC=C(C=C1)[C@H]1[C@@H](C1)N (trans-2-(4-iodophenyl)cyclopropanamine), C(=O)C1CCN(CC1)C(=O)OC(C)(C)C (tert-butyl 4-formylpiperidine-1-carboxylate), C(C)(=O)O (acetic acid), C(#N)[BH3-].[Na+] (Sodium cyanoborohydride). Run in CO (methanol). Reaction conditions: time 1 hour. Product: IC1=CC=C(C=C1)[C@H]1[C@@H](C1)NCC1CCN(CC1)C(=O)OC(C)(C)C (tert-Butyl 4-((((trans)-2-(4-iodophenyl)cyclopropyl)amino)methyl)piperidine-1-carboxylate). Isolated yield 46.1%. Reaction SMILES: [I:1][C:2]1[CH:7]=[CH:6][C:5]([C@@H:8]2[CH2:10][C@H:9]2[NH2:11])=[CH:4][CH:3]=1.[CH:12]([CH:14]1[CH2:19][CH2:18][N:17]([C:20]([O:22][C:23]([CH3:26])([CH3:25])[CH3:24])=[O:21])[CH2:16][CH2:15]1)=O.C(O)(=O)C.C([BH3-])#N.[Na+]>CO>[I:1][C:2]1[CH:3]=[CH:4][C:5]([C@@H:8]2[CH2:10][C@H:9]2[NH:11][CH2:12][CH:14]2[CH2:19][CH2:18][N:17]([C:20]([O:22][C:23]([CH3:24])([CH3:26])[CH3:25])=[O:21])[CH2:16][CH2:15]2)=[CH:6][CH:7]=1 |f:3.4|. Procedure: To a solution of trans-2-(4-iodophenyl)cyclopropanamine (1.0 g, 3.86 mmol) in methanol (15 mL) were added tert-butyl 4-formylpiperidine-1-carboxylate (0.741 g, 3.47 mmol), acetic acid (0.066 mL, 1.158 mmol), and the mixture was stirred at rt for 1 h. Sodium cyanoborohydride (0.364 g, 5.79 mmol) was added and the mixture was stirred at room temperature for 18 h. The mixture was concentrated and the residue was treated with water (2 mL) and extracted with DCM (3×). The extract was dried (Na2SO4) a... The reactants are C=CC(=O)OCC, CCCOc1c(I)cc(C=O)cc1OCc1ccccc1, CCOC(C)=O, [Cl-], [Na+], N#C[Na], CN(C)C=O. The product is CCCOc1c(I)cc(C(=O)CCC(=O)OCC)cc1OCc1ccccc1. RXN SMILES: [C:25]([CH:26]=[CH2:27])(=[O:28])[O:29][CH2:30][CH3:31].[CH2:1]([c:2]1[cH:3][cH:4][cH:5][cH:6][cH:7]1)[O:8][c:9]1[cH:10][c:11]([CH:12]=[O:13])[cH:14][c:15]([I:21])[c:16]1[O:17][CH2:18][CH2:19][CH3:20].[CH3:39][CH2:40][O:41][C:42](=[O:43])[CH3:44].[Cl-:32].[Na+:33].[Na:22][C:23]#[N:24].[O:34]=[CH:35][N:36]([CH3:37])[CH3:38]>>[CH2:1]([c:2]1[cH:3][cH:4][cH:5][cH:6][cH:7]1)[O:8][c:9]1[cH:10][c:11]([C:12](=[O:13])[CH2:27][CH2:26][C:25](=[O:28])[O:29][CH2:30][CH3:31])[cH:14][c:15]([I:21])[c:16]1[O:17][CH2:18][CH2:19][CH3:20].